Dataset: the Open Reaction Database (ORD), a public repository of structured organic reaction records. Task: describe an organic reaction: reactants, conditions, products, and yield Reactants: C(C)(C)=NOC(C(=O)O)C ((±)-α-(isopropylideneaminooxy)propionic acid), BrC(C(=O)OCC)C (Ethyl α-bromopropionate), CC[O-].[Na+] (NaOEt), CC(C)=NO (acetone oxime). Run at temperature 0 celsius, time 18 hour. Yields the product C(C)(C)=NOC(C(=O)OCC)C (ethyl α-(isopropylideneaminooxy)propionate). The yield is 83.0%. As a reaction SMILES: [C:1](=[N:4][O:5][CH:6]([CH3:10])[C:7]([OH:9])=[O:8])([CH3:3])[CH3:2].[CH3:11][CH2:12][O-].[Na+].CC(=NO)C.BrC(C)C(OCC)=O>>[C:1](=[N:4][O:5][CH:6]([CH3:10])[C:7]([O:9][CH2:11][CH3:12])=[O:8])([CH3:3])[CH3:2] |f:1.2|. Reported procedure: The synthesis of (±)-α-(isopropylideneaminooxy)propionic acid (2) was adapted from Melvin, S et al., Organic Syntheses, 1973, Coll. Vol. 5, 1029-37. Briefly, to a freshly prepared 1M NaOEt solution (35 g in 1 L) was added acetone oxime (110 g, 1.505 mol) and cooled to 0° C. Ethyl α-bromopropionate (175 mL, 1.347 mol) was added at a rate that such that the temperature of the reaction mixture did not rise above 20° C. After 18 hr at rt, the mixture was filtered and the filtrate was concentrated to... The reactants are C[N+](C)(C)CC(=O)O (betaine), C[N+](C)(C)CCCC(=O)[O-].[Cl-] (γ-butyrobetaine chloride). Run at temperature 4 celsius, time 20 hour. The product is C[N+](C)(C)CC(CC(=O)O)O.[Cl-] (L-carnitine chloride). Yield: 99.2%. RXN SMILES: [CH3:1][N+:2]([CH2:5][C:6]([OH:8])=O)([CH3:4])[CH3:3].C[N+](CC[CH2:15][C:16]([O-:18])=[O:17])(C)C.[Cl-:19]>>[CH3:1][N+:2]([CH2:5][CH:6]([OH:8])[CH2:15][C:16]([OH:18])=[O:17])([CH3:4])[CH3:3].[Cl-:19] |f:1.2,3.4|. Procedure: A fermentor equipped for continuous culture which contained 1.5 l of a vitamin containing mineral medium (according to Example 1) with 1.5 percent of betaine and 1.0 percent of γ-butyrobetaine-chloride was inoculated with 150 ml of strain 13 (DSM 2903) preculture of the same medium. After 20 hours of aerobic cultivation at 30° C. and pH 7.0, the culture had grown up and the continuous operation was started at a flow rate of 0.1 l/h. The culture solution flowing out of the fermentor was caught in...